From a dataset of the Open Reaction Database (ORD), a public repository of structured organic reaction records. describe an organic reaction: reactants, conditions, products, and yield Procedure: As in Example 134, a solution of (E)-5,5-bis(3,4-dimethoxyphenyl)-2,4-pentadienoic acid 4-nitrophenyl ester (4.9 g) and 3-pyridinebutanamine (1.5 g) in tetrahydrofuran (25 mL) was stirred for 17 hours at room temperature and was then worked up in the usual manner. The crude amide was crystallized from ethyl acetate-hexane to provide 3.6 g of (E)-5,5-bis(3,4-dimethoxyphenyl)-N-[4-(3-pyridinyl)butyl]-2,4-pentadienamide mp 145°-146° C. Anal. Calculated for C30H34N2O5 : C, 71.69; H, 6.82; N, 5,57 Fo... Solvent: O1CCCC1 (tetrahydrofuran). The product is COC=1C=C(C=CC1OC)C(=C/C=C/C(=O)NCCCCC=1C=NC=CC1)C1=CC(=C(C=C1)OC)OC ((E)-5,5-bis(3,4-dimethoxyphenyl)-N-[4-(3-pyridinyl)butyl]-2,4-pentadienamide). The reactants are [N+](=O)([O-])C1=CC=C(C=C1)OC(\C=C\C=C(C1=CC(=C(C=C1)OC)OC)C1=CC(=C(C=C1)OC)OC)=O ((E)-5,5-bis(3,4-dimethoxyphenyl)-2,4-pentadienoic acid 4-nitrophenyl ester), N1=CC(=CC=C1)CCCCN (3-pyridinebutanamine). RXN SMILES: [N+](C1C=CC([O:10][C:11](=O)/[CH:12]=[CH:13]/[CH:14]=[C:15]([C:26]2[CH:31]=[CH:30][C:29]([O:32][CH3:33])=[C:28]([O:34][CH3:35])[CH:27]=2)[C:16]2[CH:21]=[CH:20][C:19]([O:22][CH3:23])=[C:18]([O:24][CH3:25])[CH:17]=2)=CC=1)([O-])=O.[N:37]1[CH:42]=[CH:41][CH:40]=[C:39]([CH2:43][CH2:44][CH2:45][CH2:46][NH2:47])[CH:38]=1>O1CCCC1>[CH3:35][O:34][C:28]1[CH:27]=[C:26]([C:15]([C:16]2[CH:21]=[CH:20][C:19]([O:22][CH3:23])=[C:18]([O:24][CH3:25])[CH:17]=2)=[CH:14]/[CH:13]=[CH:12]/[C:11]([NH:47][CH2:46][CH2:45][CH2:44][CH2:43][C:39]2[CH:38]=[N:37][CH:42]=[CH:41][CH:40]=2)=[O:10])[CH:31]=[CH:30][C:29]=1[O:32][CH3:33]. The yield is 71.8%. Starting materials: C1(=CC=CC=C1)C (toluene), BrC=1C=CC=C2C(=NC(=NC12)C(C1=NC=C(C=C1)F)(F)F)SC (8-bromo-2-(difluoro(5-fluoropyridin-2-yl)methyl)-4-(methylthio)quinazoline), C1(CC1)B(O)O (cyclopropylboronic acid), [O-]P(=O)([O-])[O-].[K+].[K+].[K+] (K3PO4). Reagents/catalysts: C1CCC(CC1)P(C2CCCCC2)C3CCCCC3.C1CCC(CC1)P(C2CCCCC2)C3CCCCC3.Cl[Pd]Cl (dichlorobis(tricyclohexylphosphine)palladium(II)). Solvent: O (water). Conditions: temperature 100 celsius. The product is C1(CC1)C=1C=CC=C2C(=NC(=NC12)C(C1=NC=C(C=C1)F)(F)F)SC (8-cyclopropyl-2-(difluoro(5-fluoropyridin-2-yl)methyl)-4-(methylthio)quinazoline). Isolated yield 83.0%. As a reaction SMILES: Br[C:2]1[CH:3]=[CH:4][CH:5]=[C:6]2[C:11]=1[N:10]=[C:9]([C:12]([F:21])([F:20])[C:13]1[CH:18]=[CH:17][C:16]([F:19])=[CH:15][N:14]=1)[N:8]=[C:7]2[S:22][CH3:23].[CH:24]1(B(O)O)[CH2:26][CH2:25]1.[O-]P([O-])([O-])=O.[K+].[K+].[K+].C1(C)C=CC=CC=1>C1CCC(P(C2CCCCC2)C2CCCCC2)CC1.C1CCC(P(C2CCCCC2)C2CCCCC2)CC1.Cl[Pd]Cl.O>[CH:24]1([C:2]2[CH:3]=[CH:4][CH:5]=[C:6]3[C:11]=2[N:10]=[C:9]([C:12]([F:20])([F:21])[C:13]2[CH:18]=[CH:17][C:16]([F:19])=[CH:15][N:14]=2)[N:8]=[C:7]3[S:22][CH3:23])[CH2:26][CH2:25]1 |f:2.3.4.5,7.8.9|. Reported procedure: To a mixture of 8-bromo-2-(difluoro(5-fluoropyridin-2-yl)methyl)-4-(methylthio)quinazoline from Example 35 step B (200 mg, 0.5 mmol), dichlorobis(tricyclohexylphosphine)palladium(II) (37 mg, 0.05 mmol), cyclopropylboronic acid (65 mg, 0.75 mmol) and K3PO4 (371 mg, 1.75 mmol) were added toluene (6 mL) and water (0.5 mL). The reaction vessel was evacuated and flushed with argon (3×), and then the mixture was heated at 100° C. for 4 h. The mixture was concentrated under reduced pressure onto Celite... Starting materials: [Br-], [Br-], [Br-], CCCC[N+](CCCC)(CCCC)CCCC, CCCC[N+](CCCC)(CCCC)CCCC, CCCC[N+](CCCC)(CCCC)CCCC, ClCCl, CC(=O)c1cnc(-c2ccccc2)nc1. Yields the product O=C(CBr)c1cnc(-c2ccccc2)nc1. As a reaction SMILES: [Br-:16].[Br-:17].[Br-:18].[CH2:19]([N+:20]([CH2:21][CH2:22][CH2:23][CH3:24])([CH2:25][CH2:26][CH2:27][CH3:28])[CH2:29][CH2:30][CH2:31][CH3:32])[CH2:33][CH2:34][CH3:35].[CH2:36]([N+:37]([CH2:38][CH2:39][CH2:40][CH3:41])([CH2:42][CH2:43][CH2:44][CH3:45])[CH2:46][CH2:47][CH2:48][CH3:49])[CH2:50][CH2:51][CH3:52].[CH2:53]([N+:54]([CH2:55][CH2:56][CH2:57][CH3:58])([CH2:59][CH2:60][CH2:61][CH3:62])[CH2:63][CH2:64][CH2:65][CH3:66])[CH2:67][CH2:68][CH3:69].[Cl:70][CH2:71][Cl:72].[c:1]1(-[c:7]2[n:8][cH:9][c:10]([C:13]([CH3:14])=[O:15])[cH:11][n:12]2)[cH:2][cH:3][cH:4][cH:5][cH:6]1>>[c:1]1(-[c:7]2[n:8][cH:9][c:10]([C:13]([CH2:14][Br:16])=[O:15])[cH:11][n:12]2)[cH:2][cH:3][cH:4][cH:5][cH:6]1. Procedure: 1,5-Dimethyl-6-oxo-1,6-dihydro-pyridine-3-carboxylic acid [2-benzylamino-4-(4-methyl-piperazin-1-yl)-phenyl]-amide I-1′ (523.000 mg; 1.174 mmol) is dissolved in acetic acid and stirred at 80° C. overnight. The reaction mixture is concentrated under reduced pressure and the residue is purified on silica chromatography Combiflash (Column: Redisep Rf, 40 g; gradient: DCM/MeOH=100%/0% to 95%/5% over 30 column volumes, then to 90%/10% over 15 column volumes; flow rate=40 ml/min; detection wavelength:... Yields the product C(C1=CC=CC=C1)N1C(=NC2=C1C=C(C=C2)N2CCN(CC2)C)C=2C=C(C(N(C2)C)=O)C (5-[1-Benzyl-6-(4-methylpiperazin-1-yl)-1H-1,3-benzodiazol-2-yl]-1,3-dimethyl-1,2-dihydropyridin-2-one). Starting materials: C(C1=CC=CC=C1)NC1=C(C=CC(=C1)N1CCN(CC1)C)NC(=O)C1=CN(C(C(=C1)C)=O)C (1,5-Dimethyl-6-oxo-1,6-dihydro-pyridine-3-carboxylic acid [2-benzylamino-4-(4-methyl-piperazin-1-yl)-phenyl]-amide). Solvent: C(C)(=O)O (acetic acid). Reaction SMILES: [CH2:1]([NH:8][C:9]1[CH:14]=[C:13]([N:15]2[CH2:20][CH2:19][N:18]([CH3:21])[CH2:17][CH2:16]2)[CH:12]=[CH:11][C:10]=1[NH:22][C:23]([C:25]1[CH:30]=[C:29]([CH3:31])[C:28](=[O:32])[N:27]([CH3:33])[CH:26]=1)=O)[C:2]1[CH:7]=[CH:6][CH:5]=[CH:4][CH:3]=1>C(O)(=O)C>[CH2:1]([N:8]1[C:9]2[CH:14]=[C:13]([N:15]3[CH2:16][CH2:17][N:18]([CH3:21])[CH2:19][CH2:20]3)[CH:12]=[CH:11][C:10]=2[N:22]=[C:23]1[C:25]1[CH:30]=[C:29]([CH3:31])[C:28](=[O:32])[N:27]([CH3:33])[CH:26]=1)[C:2]1[CH:7]=[CH:6][CH:5]=[CH:4][CH:3]=1. Run at temperature 80 celsius, time 8 hour. Starting materials: CC=1C=C(C#N)C=CC1C=O (3-methyl-4-formylbenzonitrile), CC(CC(C)=O)=O (2,4-pentanedione), C(C)(=O)O (acetic acid), N1CCCCC1 (piperidine). Solvent: ClCCl (dichloromethane). Yields the product C(C)(=O)C(=CC1=C(C=C(C#N)C=C1)C)C(C)=O (4-(2-Acetyl-3-oxobut-1-en-1-yl)-3-methylbenzonitrile). Reaction SMILES: [CH3:1][C:2]1[CH:3]=[C:4]([CH:7]=[CH:8][C:9]=1[CH:10]=O)[C:5]#[N:6].[CH3:12][C:13](=[O:18])[CH2:14][C:15](=[O:17])[CH3:16].C(O)(=O)C.N1CCCCC1>ClCCl>[C:15]([C:14]([C:13](=[O:18])[CH3:12])=[CH:10][C:9]1[CH:8]=[CH:7][C:4]([C:5]#[N:6])=[CH:3][C:2]=1[CH3:1])(=[O:17])[CH3:16]. Procedure: 950 mg (6.54 mmol) of 3-methyl-4-formylbenzonitrile [S. Levesque et al., Bioorg. Med. Chem. Lett. 11, 3161-3164 (2000], 655.2 mg (6.544 mmol) of 2,4-pentanedione, 589.5 mg (9.82 mmol) of acetic acid and 111.5 mg (1.31 mmol) of piperidine are dissolved in 35 ml of dichloromethane and heated under reflux with an inverse water trap overnight. Cooling is followed by washing twice with water, and the organic phase is dried with magnesium sulfate. The solvent is removed in a rotary evaporator and the ... The reactants are O=C1O[C@H]([C@H](N(C1)C(=O)OC(C)(C)C)C1=CC=CC=C1)C1=CC=CC=C1 (t-butyl (2S,3R)-(+)-6-oxo-2,3-diphenyl-4-morpholine carboxylate), BrCC=1C(=CC=CC1)C#N (α-bromo-o-tolunitrile), C[Si]([N-][Si](C)(C)C)(C)C.[Na+] (sodium hexamethyldisilazide). Solvent: O1CCCC1 (tetrahydrofuran), C1CCOC1 (THF). Conditions: temperature -78 celsius, time 3 hour. The product is C(#N)C1=C(C[C@@H]2C(O[C@H]([C@H](N2C(=O)OC(C)(C)C)C2=CC=CC=C2)C2=CC=CC=C2)=O)C=CC=C1 (t-Butyl (2S,3R,5R)-5-(2-cyanobenzyl)-6-oxo-2,3-diphenyl-4-morpholine carboxylate). Isolated yield 62.4%. Reaction SMILES: [O:1]=[C:2]1[CH2:7][N:6]([C:8]([O:10][C:11]([CH3:14])([CH3:13])[CH3:12])=[O:9])[C@H:5]([C:15]2[CH:20]=[CH:19][CH:18]=[CH:17][CH:16]=2)[C@H:4]([C:21]2[CH:26]=[CH:25][CH:24]=[CH:23][CH:22]=2)[O:3]1.Br[CH2:28][C:29]1[C:30]([C:35]#[N:36])=[CH:31][CH:32]=[CH:33][CH:34]=1.C[Si](C)(C)[N-][Si](C)(C)C.[Na+]>O1CCCC1>[C:35]([C:30]1[CH:31]=[CH:32][CH:33]=[CH:34][C:29]=1[CH2:28][C@H:7]1[N:6]([C:8]([O:10][C:11]([CH3:14])([CH3:13])[CH3:12])=[O:9])[C@H:5]([C:15]2[CH:16]=[CH:17][CH:18]=[CH:19][CH:20]=2)[C@H:4]([C:21]2[CH:22]=[CH:23][CH:24]=[CH:25][CH:26]=2)[O:3][C:2]1=[O:1])#[N:36] |f:2.3|. Procedure: To a stirred solution of 9.68 g (27.4 mmol) of t-butyl (2S,3R)-(+)-6-oxo-2,3-diphenyl-4-morpholine carboxylate (Aldrich Chemical Company) and 5.91 g (30.1 mmol, 1.1 eq) of α-bromo-o-tolunitrile in 140 mL of tetrahydrofuran at -78° C. was added dropwise 28.8 mL of a 1.0M THF solution of sodium hexamethyldisilazide (28.8 mmol) over 15 min. The mixture was stirred at -78° C. for 3 h, then quenched with saturated aqueous ammonium chloride, extracted with ethyl acetate (5×150 mL) and the combined org...